Dataset: the Open Reaction Database (ORD), a public repository of structured organic reaction records. Task: describe an organic reaction: reactants, conditions, products, and yield The reactants are C(CCCCCCC\C=C/CCCCCCCC)(=O)O (oleic acid), C(CCCCCCC\C=C/CCCCCCCC)(=O)O.C(CCCCCCC\C=C/CCCCCCCC)(=O)[O-].[Na+] (oleic acid sodium oleate), [OH-].[Na+] (NaOH). The solvent is O (H2O), O (H2O). Run at time 1 hour. The product is C(CCCCCCC\C=C/CCCCCCCC)(=O)[O-].[Na+] (sodium oleate). RXN SMILES: [OH-].[Na+:2].[C:3]([OH:22])(=[O:21])[CH2:4][CH2:5][CH2:6][CH2:7][CH2:8][CH2:9][CH2:10]/[CH:11]=[CH:12]\[CH2:13][CH2:14][CH2:15][CH2:16][CH2:17][CH2:18][CH2:19][CH3:20].C(O)(=O)CCCCCCC/C=C\CCCCCCCC.C([O-])(=O)CCCCCCC/C=C\CCCCCCCC.[Na+]>O>[C:3]([O-:22])(=[O:21])[CH2:4][CH2:5][CH2:6][CH2:7][CH2:8][CH2:9][CH2:10]/[CH:11]=[CH:12]\[CH2:13][CH2:14][CH2:15][CH2:16][CH2:17][CH2:18][CH2:19][CH3:20].[Na+:2] |f:0.1,3.4.5,7.8|. Procedure details: 100 ml of H2O and 0.77 g (0.019 mol) of 76% NaOH were introduced into a 250 ml beaker equipped with a magnetic stirrer. Stirring was commenced and upon dissolution of the caustic, 11.9 g (0.042 mol) of Emersol 6313 oleic acid (75%) were added thereto. Stirring was continued until a clear gel containing some white precipitate was formed. This material was allowed to stand for one hour and then an additional 100 ml of H2O was added. In this instance, 34.82% of the oleic acid was reacted to form so...